This data is from the Open Reaction Database (ORD), a public repository of structured organic reaction records. The task is: describe an organic reaction: reactants, conditions, products, and yield Starting materials: CN(C)CC (N,N-dimethylethylamine), ice, ice, C(C1=CC=CC=C1)N1CC2N(C3=C(N(CC2)C(=O)C2=CC=NC=C2)C=CC=C3)CC1 ((3-benzyl-2,3,4,4a,5,6-hexahydropyrazino[1,2-a][1,5]benzodiazepin-7(1H)-yl)(pyridin-4-yl)methanone). Run in O1CCCC1 (tetrahydrofuran). Reaction conditions: time 2.5 hour. Yields the product C(C1=CC=CC=C1)N1CC2N(C3=C(N(CC2)CC2=CC=NC=C2)C=CC=C3)CC1 (3-benzyl-7-(pyridin-4-ylmethyl)-1,2,3,4,4a,5,6,7-octahydropyrazino[1,2-a][1,5]benzodiazepine). Reaction SMILES: CN(CC)C.[CH2:6]([N:13]1[CH2:35][CH2:34][N:16]2[C:17]3[CH:33]=[CH:32][CH:31]=[CH:30][C:18]=3[N:19]([C:22]([C:24]3[CH:29]=[CH:28][N:27]=[CH:26][CH:25]=3)=O)[CH2:20][CH2:21][CH:15]2[CH2:14]1)[C:7]1[CH:12]=[CH:11][CH:10]=[CH:9][CH:8]=1>O1CCCC1>[CH2:6]([N:13]1[CH2:35][CH2:34][N:16]2[C:17]3[CH:33]=[CH:32][CH:31]=[CH:30][C:18]=3[N:19]([CH2:22][C:24]3[CH:25]=[CH:26][N:27]=[CH:28][CH:29]=3)[CH2:20][CH2:21][CH:15]2[CH2:14]1)[C:7]1[CH:12]=[CH:11][CH:10]=[CH:9][CH:8]=1. Reported procedure: A solution of alane-N,N-dimethylethylamine complex (Aldrich, 0.5 M in toluene, 3.1 mL, 1.55 mmol) was added dropwise with stirring to an ice-cooled solution of the product of Example 43 (123 mg, 0.309 mmol) in tetrahydrofuran (10 mL). The mixture was stirred under nitrogen as the ice bath was allowed to expire over 2.5 hours. The reaction was quenched by addition of methanol (2 mL) and concentrated under vacuum. The residue was purified by flash chromatography (SiO2, eluted with CH2Cl2-methanol-...